Dataset: the Open Reaction Database (ORD), a public repository of structured organic reaction records. Task: describe an organic reaction: reactants, conditions, products, and yield The reactants are C(CCC)(=O)OCC(COC(CCC)=O)(CO)CO (pentaerythritol dibutyrate), C(CC)(=O)Cl (propionyl chloride), OCC(CO)(CO)CO (pentaerythritol), C(CCC)(=O)OCC(COC(CCC)=O)(CO)CO (pentaerythritol dibutyrate). The solvent is N1=CC=CC=C1 (pyridine). Reaction conditions: time 24 hour. The product is C(CC)(=O)OCC(COC(CCC)=O)(COC(CCC)=O)COC(CC)=O (pentaerythritol dibutyrate dipropionate). Reaction SMILES: OC[C:3]([CH2:8][OH:9])([CH2:6]O)CO.[C:10]([O:15][CH2:16][C:17]([CH2:27][OH:28])([CH2:25][OH:26])[CH2:18][O:19][C:20](=[O:24])[CH2:21][CH2:22][CH3:23])(=[O:14])[CH2:11][CH2:12][CH3:13].[C:29](Cl)(=[O:32])[CH2:30][CH3:31]>N1C=CC=CC=1>[C:29]([O:26][CH2:25][C:17]([CH2:27][O:28][C:8](=[O:9])[CH2:3][CH3:6])([CH2:18][O:19][C:20](=[O:24])[CH2:21][CH2:22][CH3:23])[CH2:16][O:15][C:10](=[O:14])[CH2:11][CH2:12][CH3:13])(=[O:32])[CH2:30][CH3:31]. Reported procedure: In this example, pentaerythritol dibutyratedipropionate was prepared from pentaerythritol dibutyrate as follows. To a solution of pentaerythritol dibutyrate (0.5 g; 1.81 mmol) in dry pyridine (10 mL, under argon) at 0° C. was added propionyl chloride (0.6 mL) dropwise over one hour. The ice bath was removed after one hour, and the reaction stirred 24 hours at room temperature. Water (5 mL) was added and the bulk of pyridine was removed on the rotary evaporator at 2 Torr. The residue was dissolve... Starting materials: ClCC(F)(F)[C@H]1N(CCCC1)C ((S)-2-(2-chloro-1,1-difluoroethyl)-1-methylpiperidine), N1=CN=C(C=C1)NC(=O)C=1C=C2C(=C(C(NC2=CC1Cl)=O)C1=CC(=CC(=C1)C)C)O (7-chloro-3-(3,5-dimethylphenyl)-4-hydroxy-2-oxo-1,2-dihydroquinoline-6-carboxylic acid pyrimidin-4-ylamide), C([O-])(O)=O.[K+] (potassium bicarbonate), [I-].[Na+] (sodium iodide). Conditions: temperature 80 celsius, time 16 hour. Yields the product N1=CN=C(C=C1)NC(=O)C=1C=C2C(=C(C(NC2=CC1Cl)=O)C1=CC(=CC(=C1)C)C)OCC([C@H]1N(CCCC1)C)(F)F ((S)-7-chloro-4-[2,2-difluoro-2-(1-methylpiperidin-2-yl)-ethoxy]-3-(3,5-dimethylphenyl)-2-oxo-1,2-dihydroquinoline-6-carboxylic acid pyrimidin-4-ylamide). Isolated yield 63.3%. Reaction SMILES: Cl[CH2:2][C:3]([C@@H:6]1[CH2:11][CH2:10][CH2:9][CH2:8][N:7]1[CH3:12])([F:5])[F:4].[N:13]1[CH:18]=[CH:17][C:16]([NH:19][C:20]([C:22]2[CH:23]=[C:24]3[C:29](=[CH:30][C:31]=2[Cl:32])[NH:28][C:27](=[O:33])[C:26]([C:34]2[CH:39]=[C:38]([CH3:40])[CH:37]=[C:36]([CH3:41])[CH:35]=2)=[C:25]3[OH:42])=[O:21])=[N:15][CH:14]=1.C(=O)(O)[O-].[K+].[I-].[Na+]>>[N:13]1[CH:18]=[CH:17][C:16]([NH:19][C:20]([C:22]2[CH:23]=[C:24]3[C:29](=[CH:30][C:31]=2[Cl:32])[NH:28][C:27](=[O:33])[C:26]([C:34]2[CH:35]=[C:36]([CH3:41])[CH:37]=[C:38]([CH3:40])[CH:39]=2)=[C:25]3[O:42][CH2:2][C:3]([F:5])([F:4])[C@@H:6]2[CH2:11][CH2:10][CH2:9][CH2:8][N:7]2[CH3:12])=[O:21])=[N:15][CH:14]=1 |f:2.3,4.5|. Reported procedure: To a solution of (S)-2-(2-chloro-1,1-difluoroethyl)-1-methylpiperidine (39 mg in 1.5 mL N,N-dimethylformamide) was added 7-chloro-3-(3,5-dimethylphenyl)-4-hydroxy-2-oxo-1,2-dihydroquinoline-6-carboxylic acid pyrimidin-4-ylamide (64 mg), potassium bicarbonate (32 mg) and sodium iodide (25 mg) then heated to 80° C. on an oil bath. After 16 hours, the reaction was cooled to room temperature and concentrated in vacuo. Purification of the crude product by preparative tic on silica gel (chloroform:2M ...